Dataset: the Open Reaction Database (ORD), a public repository of structured organic reaction records. Task: describe an organic reaction: reactants, conditions, products, and yield Reported procedure: A solution of 74.0 g (0.489 mol) of N-(2-hydroxyethyl)-N-methylaniline in 100 mL of pyridine was treated dropwise with 55 g (0.54 mol) of acetic anhydride. The resulting mixture was heated at reflux for 10 hr, then cooled and poured onto 500 g of ice. The mixture was extracted three times with dichloromethane (3×100 mL), the combined extracts were dried using magnesium sulfate (MgSO4) and the solvent was evaporated. The residue was distilled at reduced pressure, producing 84.2 g of a slightly ye... Yields the product C(C)(=O)OCCN(C1=CC=CC=C1)C (N-(2-Acetoxyethyl)-N-methylaniline). Run in N1=CC=CC=C1 (pyridine). Reactants: OCCN(C1=CC=CC=C1)C (N-(2-hydroxyethyl)-N-methylaniline), C(C)(=O)OC(C)=O (acetic anhydride), ice. As a reaction SMILES: [OH:1][CH2:2][CH2:3][N:4]([CH3:11])[C:5]1[CH:10]=[CH:9][CH:8]=[CH:7][CH:6]=1.[C:12](OC(=O)C)(=[O:14])[CH3:13]>N1C=CC=CC=1>[C:12]([O:1][CH2:2][CH2:3][N:4]([CH3:11])[C:5]1[CH:10]=[CH:9][CH:8]=[CH:7][CH:6]=1)(=[O:14])[CH3:13]. The reactants are CCCCN1C(=O)C(Cl)=C(c2ccccc2)S1(=O)=O, NCc1ccc(N2CCOCC2)cc1. Product: CCCCN1C(=O)C(NCc2ccc(N3CCOCC3)cc2)=C(c2ccccc2)S1(=O)=O. Reaction SMILES: [CH2:1]([CH2:2][CH2:3][CH3:4])[N:5]1[S:6](=[O:18])(=[O:19])[C:7]([c:12]2[cH:13][cH:14][cH:15][cH:16][cH:17]2)=[C:8]([Cl:11])[C:9]1=[O:10].[O:20]1[CH2:21][CH2:22][N:23]([c:26]2[cH:27][cH:28][c:29]([CH2:32][NH2:33])[cH:30][cH:31]2)[CH2:24][CH2:25]1>>[CH2:1]([CH2:2][CH2:3][CH3:4])[N:5]1[S:6](=[O:18])(=[O:19])[C:7]([c:12]2[cH:13][cH:14][cH:15][cH:16][cH:17]2)=[C:8]([NH:33][CH2:32][c:29]2[cH:28][cH:27][c:26]([N:23]3[CH2:22][CH2:21][O:20][CH2:25][CH2:24]3)[cH:31][cH:30]2)[C:9]1=[O:10]. The reactants are CCOCc1nc2c(N)nc3cc(Br)ccc3c2n1CCN1CCNCC1, OCCCO, CCCO, Cc1ccccc1, Cl, Cl, [Na+], [Na+], O=C([O-])[O-], CC(=O)[O-], CC(=O)[O-], O, [Pd+2], c1ccc(P(c2ccccc2)c2ccccc2)cc1, OB(O)c1cccnc1. Yields the product CCOCc1nc2c(N)nc3cc(-c4cccnc4)ccc3c2n1CCN1CCNCC1. Reaction SMILES: [Br:28][c:29]1[cH:30][cH:31][c:32]2[c:33]3[c:34]([c:35]([NH2:39])[n:36][c:37]2[cH:38]1)[n:40][c:41]([CH2:51][O:52][CH2:53][CH3:54])[n:42]3[CH2:43][CH2:44][N:45]1[CH2:46][CH2:47][NH:48][CH2:49][CH2:50]1.[CH2:55]([OH:56])[CH2:57][CH2:58][OH:59].[CH2:76]([OH:77])[CH2:78][CH3:79].[CH3:69][c:70]1[cH:71][cH:72][cH:73][cH:74][cH:75]1.[ClH:26].[ClH:27].[Na+:20].[Na+:21].[O-:22][C:23](=[O:24])[O-:25].[O-:81][C:82]([CH3:83])=[O:84].[O-:85][C:86]([CH3:87])=[O:88].[OH2:89].[Pd+2:80].[c:1]1([P:2]([c:3]2[cH:4][cH:5][cH:6][cH:7][cH:8]2)[c:9]2[cH:10][cH:11][cH:12][cH:13][cH:14]2)[cH:15][cH:16][cH:17][cH:18][cH:19]1.[n:60]1[cH:61][c:62]([B:66]([OH:67])[OH:68])[cH:63][cH:64][cH:65]1>>[c:29]1(-[c:62]2[cH:61][n:60][cH:65][cH:64][cH:63]2)[cH:30][cH:31][c:32]2[c:33]3[c:34]([c:35]([NH2:39])[n:36][c:37]2[cH:38]1)[n:40][c:41]([CH2:51][O:52][CH2:53][CH3:54])[n:42]3[CH2:43][CH2:44][N:45]1[CH2:46][CH2:47][NH:48][CH2:49][CH2:50]1. Run at time 30 minute. Procedure details: In 75 ml of dry N,N-dimethylformamide was dissolved acetone oxime (1.21 g), followed by potassium tertiary butoxide (1.85 g) and stirred under nitrogen. After 30 minutes, 4-chloro-2-nitro-benzonitrile (2.00 g) was added. After an additional 30 minutes the reaction was poured into water (500 ml) and filtered. The solid was collected and dissolved in DCM (250 ml), dried (MgSO4), and concentrated in vacuo. The resulting solid was recrystallized from ethanol to yield 1.5 g of the product, m.p. 83-84... The solvent is CN(C=O)C (N,N-dimethylformamide). Yields the product ClC1=CC(=C(C#N)C=C1)ON=C(C)C (4-Chloro-2-[[(1-methylethylidene)amino]oxy]benzonitrile). Yield: 65.6%. Reaction SMILES: [CH3:1][C:2](=[N:4][OH:5])[CH3:3].CC(C)([O-])C.[K+].[Cl:12][C:13]1[CH:20]=[CH:19][C:16]([C:17]#[N:18])=[C:15]([N+]([O-])=O)[CH:14]=1.O>CN(C)C=O>[Cl:12][C:13]1[CH:20]=[CH:19][C:16]([C:17]#[N:18])=[C:15]([O:5][N:4]=[C:2]([CH3:3])[CH3:1])[CH:14]=1 |f:1.2|. The reactants are O (water), CC(C)([O-])C.[K+] (potassium tertiary butoxide), ClC1=CC(=C(C#N)C=C1)[N+](=O)[O-] (4-chloro-2-nitro-benzonitrile), CC(C)=NO (acetone oxime). Product: BrC=1C(=NNC1)C(C)C (4-bromo-3-isopropylpyrazole). Procedure details: To a stirred solution of sodium acetate (19.7 g., 0.24 mole) in acetic acid (100 ml.) and water (15 ml.), 3-isopropylpyrazole (11.0 g., 0.1 mole) was added, followed by dropwise addition of bromine (16.0 g., 0.11 mole) keeping the internal temperature below 15° C. The mixture was kept at 25° C. for 15 hours, treated with water (200 ml.) and extracted with ethyl ether (3 × 50 ml.), and the ether layer washed with water (1 × 50 ml.) dried, (sodium sulfate) and evaporated under reduced pressure. Th... Reaction conditions: time 15 hour. RXN SMILES: C([O-])(=O)C.[Na+].[CH:6]([C:9]1[CH:13]=[CH:12][NH:11][N:10]=1)([CH3:8])[CH3:7].[Br:14]Br>C(O)(=O)C.O>[Br:14][C:13]1[C:9]([CH:6]([CH3:8])[CH3:7])=[N:10][NH:11][CH:12]=1 |f:0.1|. Reactants: C(C)(=O)[O-].[Na+] (sodium acetate), C(C)(C)C1=NNC=C1 (3-isopropylpyrazole), BrBr (bromine). Isolated yield 80.9%. Run in C(C)(=O)O (acetic acid), O (water), O (water).